This data is from the Open Reaction Database (ORD), a public repository of structured organic reaction records. The task is: describe an organic reaction: reactants, conditions, products, and yield The reactants are ClCCl, Cc1cc(Nc2nccc(OC(C)(C)C(=O)OC(C)(C)C)n2)cc(-c2cnc(C3(O)CCC3)s2)c1, O=C(O)C(F)(F)F. Yields the product Cc1cc(Nc2nccc(OC(C)(C)C(=O)O)n2)cc(-c2cnc(C3(O)CCC3)s2)c1. As a reaction SMILES: [Cl:43][CH2:44][Cl:45].[OH:1][C:2]1([c:6]2[s:7][c:8](-[c:11]3[cH:12][c:13]([NH:18][c:19]4[n:20][cH:21][cH:22][c:23]([O:25][C:26]([C:27](=[O:28])[O:29][C:30]([CH3:31])([CH3:32])[CH3:33])([CH3:34])[CH3:35])[n:24]4)[cH:14][c:15]([CH3:17])[cH:16]3)[cH:9][n:10]2)[CH2:3][CH2:4][CH2:5]1.[OH:36][C:37]([C:38]([F:39])([F:40])[F:41])=[O:42]>>[OH:1][C:2]1([c:6]2[s:7][c:8](-[c:11]3[cH:12][c:13]([NH:18][c:19]4[n:20][cH:21][cH:22][c:23]([O:25][C:26]([C:27](=[O:28])[OH:29])([CH3:34])[CH3:35])[n:24]4)[cH:14][c:15]([CH3:17])[cH:16]3)[cH:9][n:10]2)[CH2:3][CH2:4][CH2:5]1.